Dataset: the Open Reaction Database (ORD), a public repository of structured organic reaction records. Task: describe an organic reaction: reactants, conditions, products, and yield Starting materials: CC(C)(C)OC(=O)N1CCCC1C(=O)N1CCC(c2cc(-c3ccc4cn(Cc5ccccc5)nc4c3)c3c(N)ncnn23)CC1, ClCCl, O=C(O)C(F)(F)F. Product: Nc1ncnn2c(C3CCN(C(=O)C4CCCN4)CC3)cc(-c3ccc4cn(Cc5ccccc5)nc4c3)c12. Reaction SMILES: [C:1]([O:2][C:3](=[O:4])[N:8]1[CH:9]([C:13](=[O:14])[N:15]2[CH2:16][CH2:17][CH:18]([c:21]3[cH:22][c:23](-[c:31]4[cH:32][cH:33][c:34]5[cH:35][n:36]([CH2:40][c:41]6[cH:42][cH:43][cH:44][cH:45][cH:46]6)[n:37][c:38]5[cH:39]4)[c:24]4[c:25]([NH2:30])[n:26][cH:27][n:28][n:29]34)[CH2:19][CH2:20]2)[CH2:10][CH2:11][CH2:12]1)([CH3:5])([CH3:6])[CH3:7].[Cl:54][CH2:55][Cl:56].[OH:47][C:48]([C:49]([F:50])([F:51])[F:52])=[O:53]>>[NH:8]1[CH:9]([C:13](=[O:14])[N:15]2[CH2:16][CH2:17][CH:18]([c:21]3[cH:22][c:23](-[c:31]4[cH:32][cH:33][c:34]5[cH:35][n:36]([CH2:40][c:41]6[cH:42][cH:43][cH:44][cH:45][cH:46]6)[n:37][c:38]5[cH:39]4)[c:24]4[c:25]([NH2:30])[n:26][cH:27][n:28][n:29]34)[CH2:19][CH2:20]2)[CH2:10][CH2:11][CH2:12]1.